This data is from the Open Reaction Database (ORD), a public repository of structured organic reaction records. The task is: describe an organic reaction: reactants, conditions, products, and yield The reactants are C(=C)C=CC=C.C=CC1=CC=CC=C1 (vinyl butadiene styrene), CN(CCN(C)C)C (N,N,N',N'-tetramethylethylene diamine), C(CCC)[Li] (n-butyllithium), C=CC1=CC=CC=C1 (styrene), C=CC=C (1,3-butadiene). The solvent is CCCCCC (hexane). Run at time 4.5 hour. The product is C=CC=C.C=CC1=CC=CC=C1 (Butadiene Styrene). RXN SMILES: [CH:1]([CH:3]=[CH:4]C=C)=[CH2:2].[CH2:7]=[CH:8][C:9]1[CH:14]=[CH:13][CH:12]=[CH:11][CH:10]=1.C=CC1C=CC=CC=1.C=CC=C.CN(C)CCN(C)C.C([Li])CCC>CCCCCC>[CH2:2]=[CH:1][CH:3]=[CH2:4].[CH2:7]=[CH:8][C:9]1[CH:14]=[CH:13][CH:12]=[CH:11][CH:10]=1 |f:0.1,7.8|. Reported procedure: A "living" medium vinyl butadiene/styrene copolymer was prepared in accordance with the following procedure: To a stainless steel 5 gallon reactor equipped with a stirrer and thermometer and maintained under a nitrogen atmosphere was charged 309 grams (2.97 moles) of styrene, 1235 grams (22.87 moles) of 1,3-butadiene, 25.4 lbs of hexane, 8.2 millimoles (hereinafter abbreviated as mM) of N,N,N',N'-tetramethylethylene diamine (TMEDA) and 11.86 mM of n-butyllithium initiator. After addition of the ...